Task: describe an organic reaction: reactants, conditions, products, and yield. Dataset: the Open Reaction Database (ORD), a public repository of structured organic reaction records Reaction SMILES: [CH2:1]([O:8][C:9]([N:11]([CH2:32][C:33]([N:35]1[CH2:39][C@@H:38]([F:40])[CH2:37][C@H:36]1[C:41]#[N:42])=[O:34])[C:12]12[CH2:19][CH2:18][C:15]([C:20](ON3C4C=CC=CC=4N=N3)=[O:21])([CH2:16][CH2:17]1)[CH2:14][CH2:13]2)=[O:10])[C:2]1[CH:7]=[CH:6][CH:5]=[CH:4][CH:3]=1.[CH2:43]([NH2:45])[CH3:44]>>[CH2:1]([O:8][C:9]([N:11]([CH2:32][C:33]([N:35]1[CH2:39][C@@H:38]([F:40])[CH2:37][C@H:36]1[C:41]#[N:42])=[O:34])[C:12]12[CH2:13][CH2:14][C:15]([C:20]([NH:45][CH2:43][CH3:44])=[O:21])([CH2:18][CH2:19]1)[CH2:16][CH2:17]2)=[O:10])[C:2]1[CH:3]=[CH:4][CH:5]=[CH:6][CH:7]=1. The reactants are C(C1=CC=CC=C1)OC(=O)N(C12CCC(CC1)(CC2)C(=O)ON2N=NC1=C2C=CC=C1)CC(=O)N1[C@@H](C[C@@H](C1)F)C#N ((2S,4S)-1-[[N-benzyloxycarbonyl-N-[4-(benzotriazol-1-yl)oxycarbonylbicyclo[2.2.2]oct-1-yl]amino]acetyl]-4-fluoropyrrolidine-2-carbonitrile), C(C)N (ethylamine). Product: C(C1=CC=CC=C1)OC(=O)N(C12CCC(CC1)(CC2)C(=O)NCC)CC(=O)N2[C@@H](C[C@@H](C2)F)C#N ((2S,4S)-1-[[N-benzyloxycarbonyl-N-[4-(N-ethylamino)carbonylbicyclo[2.2.2]oct-1-yl]amino]acetyl]-4-fluoropyrrolidine-2-carbonitrile). Procedure details: In a similar manner to Example 4, (2S,4S)-1-[[N-benzyloxycarbonyl-N-[4-(benzotriazol-1-yl)oxycarbonylbicyclo[2.2.2]oct-1-yl]amino]acetyl]-4-fluoropyrrolidine-2-carbonitrile (50.0 mg) and ethylamine (2.0 mol/L THF solution, 60.0 μL) were used to obtain (2S,4S)-1-[[N-benzyloxycarbonyl-N-[4-(N-ethylamino)carbonylbicyclo[2.2.2]oct-1-yl]amino]acetyl]-4-fluoropyrrolidine-2-carbonitrile (24.6 mg).